Dataset: the Open Reaction Database (ORD), a public repository of structured organic reaction records. Task: describe an organic reaction: reactants, conditions, products, and yield The reactants are aqueous solution, Cl (hydrochloric acid), C[Si](C(F)(F)F)(C)C (trimethyl(trifluoromethyl)silane), ClC1=C(C=O)C(=CC=C1)Cl (2,6-dichlorobenzaldehyde). The reagents and catalysts are [F-].[Cs+] (caesium fluoride). The solvent is C(OC)COC (dimethoxyethane). Run at temperature 15 celsius, time 4 hour. The product is ClC1=C(C(=CC=C1)Cl)C(C(F)(F)F)O (1-(2,6-dichlorophenyl)-2,2,2-trifluoroethanol). Isolated yield 98.6%. Reaction SMILES: C[Si](C)(C)[C:3]([F:6])([F:5])[F:4].[Cl:9][C:10]1[CH:17]=[CH:16][CH:15]=[C:14]([Cl:18])[C:11]=1[CH:12]=[O:13].Cl>C(COC)OC.[F-].[Cs+]>[Cl:9][C:10]1[CH:17]=[CH:16][CH:15]=[C:14]([Cl:18])[C:11]=1[CH:12]([OH:13])[C:3]([F:6])([F:5])[F:4] |f:4.5|. Procedure details: Add 1.75 g of trimethyl(trifluoromethyl)silane to a solution of 2.1 g of 2,6-dichlorobenzaldehyde in 60 cm3 of dimethoxyethane. The reaction mixture becomes clear with a yellow sheen; it is then cooled on a water/ice bath to about 15° C. Add 0.055 g of caesium fluoride in one go. Stir for 4 hours at a temperature close to 20° C. The reaction mixture is then poured into 7.2 cm3 of a 4N aqueous solution of hydrochloric acid. The aqueous phase is decanted then extracted three times with 40 cm3 of d... Run in C(C)(=O)OCC (ethyl acetate). Reaction SMILES: [N+:1]([C:4]1[CH:10]=[CH:9][CH:8]=[CH:7][C:5]=1[NH2:6])([O-:3])=[O:2].Br[C:12]1[CH:17]=[CH:16][CH:15]=[CH:14][N:13]=1.C(=O)([O-])[O-].[K+].[K+]>C(OCC)(=O)C.[Cu](I)I>[N+:1]([C:4]1[CH:10]=[CH:9][CH:8]=[CH:7][C:5]=1[NH:6][C:12]1[CH:17]=[CH:16][CH:15]=[CH:14][N:13]=1)([O-:3])=[O:2] |f:2.3.4|. Reaction conditions: temperature 160 celsius. Yields the product [N+](=O)([O-])C1=C(NC2=NC=CC=C2)C=CC=C1 (2-nitro-N-pyridyl aniline). Reactants: [N+](=O)([O-])C1=C(N)C=CC=C1 (2-nitroaniline), BrC1=NC=CC=C1 (2-bromopyridine), C([O-])([O-])=O.[K+].[K+] (potassium carbonate). Procedure: Under the atmosphere of nitrogen gas, 15.0 g (109 mmol) of 2-nitroaniline, 17.2 g (109 mmol) of 2-bromopyridine, 2.06 g (10.9 mmol) of copper iodide and 30 g (218 mmol) of potassium carbonate were stirred with heating at the temperature of 160° C. for 9 hours. The reacted solution was cooled down to room temperature, diluted with ethyl acetate and filtered. After concentrating the filtrate, it was refined with silicagel column chromatography, and 6.30 g of 2-nitro-N-pyridyl aniline was obtained ... Yield: 26.9%. The reagents and catalysts are [Cu](I)I (copper iodide). Starting materials: O=C(CC(=O)NCC=CC1=CC=CC=C1)C (3-oxo-N-(3-phenyl-2-propene-1-yl)butyramide), ClC=1C=C(C=O)C=CC1 (3-chlorobenzaldehyde), N1CCCCC1 (piperidine), O (water). The solvent is C1=CC=CC=C1 (benzene). The product is C(C)(=O)C(C(=O)NCC=CC1=CC=CC=C1)=CC1=CC(=CC=C1)Cl (2-acetyl-3-(3-chlorophenyl)-N-(3-phenyl-2-propene-1-yl)acrylamide). Reaction SMILES: [O:1]=[C:2]([CH3:16])[CH2:3][C:4]([NH:6][CH2:7][CH:8]=[CH:9][C:10]1[CH:15]=[CH:14][CH:13]=[CH:12][CH:11]=1)=[O:5].[Cl:17][C:18]1[CH:19]=[C:20]([CH:23]=[CH:24][CH:25]=1)[CH:21]=O.N1CCCCC1.O>C1C=CC=CC=1>[C:2]([C:3](=[CH:21][C:20]1[CH:23]=[CH:24][CH:25]=[C:18]([Cl:17])[CH:19]=1)[C:4]([NH:6][CH2:7][CH:8]=[CH:9][C:10]1[CH:11]=[CH:12][CH:13]=[CH:14][CH:15]=1)=[O:5])(=[O:1])[CH3:16]. Reported procedure: 652 mg (3.00 mmol) of 3-oxo-N-(3-phenyl-2-propene-1-yl)butyramide, 0.340 ml (3.00 mmol) of 3-chlorobenzaldehyde and 0.030 ml (0.30 mmol) of piperidine were heated under reflux in 25 ml of benzene overnight while water was removed. Benzene was evaporated under reduced pressure. The residue was purified by the silica gel chromatography (hexane/ethyl acetate=2/1) to obtain the title compound. The reactants are NC1=NC=C(C=C1)Cl (2-amino-5-chloropyridine), C(OCC)(OCC)OCC (triethyl orthoformate), C(C)(=O)O (acetic acid), C(OCC)(OCC)OCC (triethyl orthoformate), [N+](=O)([O-])CC(=O)OCC (ethyl nitroacetate), C(C)(=O)O (acetic acid). The reagents and catalysts are [Fe] (iron). The product is C(C)OC(=O)C=1N=CN(C1)C1=NC=C(C=C1)Cl (1-(5-Chloro-pyridin-2-yl)-1H-imidazole-4-carboxylic Acid Ethyl Ester). RXN SMILES: [NH2:1][C:2]1[CH:7]=[CH:6][C:5]([Cl:8])=[CH:4][N:3]=1.[CH:9]([O:16][CH2:17][CH3:18])([O:13]CC)OCC.[N+:19]([CH2:22][C:23](OCC)=O)([O-])=O.[C:28](O)(=O)C>[Fe]>[CH2:17]([O:16][C:9]([C:22]1[N:19]=[CH:28][N:1]([C:2]2[CH:7]=[CH:6][C:5]([Cl:8])=[CH:4][N:3]=2)[CH:23]=1)=[O:13])[CH3:18]. Reported procedure: Following the general method described in example 384, 2-amino-5-chloropyridine was reacted with triethyl orthoformate, ethyl nitroacetate and acetic acid followed by treatment with triethyl orthoformate, iron and acetic acid. After workup and chromatography the title compound was obtained as a beige crystalline solid. Mp. 163-164° C. (AcOEt), MS: m/e=252 (M+H+). The reactants are ester, C12(CC3CC(CC(C1)C3)C2)C=2C=C(C=CC2OC)C#CC2=CC=C(C(=O)OC)C=C2 (methyl 4-[3-(1-adamantyl)-4-methoxyphenylethynyl]benzoate). Solvent: [OH-].[Na+] (sodium hydroxide). Product: C12(CC3CC(CC(C1)C3)C2)C=2C=C(C=CC2OC)C#CC2=CC=C(C(=O)O)C=C2 (4-[3-(1-adamantyl)-4-methoxyphenylethynyl]benzoic acid). As a reaction SMILES: [C:1]12([C:11]3[CH:12]=[C:13]([C:19]#[C:20][C:21]4[CH:30]=[CH:29][C:24]([C:25]([O:27]C)=[O:26])=[CH:23][CH:22]=4)[CH:14]=[CH:15][C:16]=3[O:17][CH3:18])[CH2:10][CH:5]3[CH2:6][CH:7]([CH2:9][CH:3]([CH2:4]3)[CH2:2]1)[CH2:8]2>[OH-].[Na+]>[C:1]12([C:11]3[CH:12]=[C:13]([C:19]#[C:20][C:21]4[CH:30]=[CH:29][C:24]([C:25]([OH:27])=[O:26])=[CH:23][CH:22]=4)[CH:14]=[CH:15][C:16]=3[O:17][CH3:18])[CH2:10][CH:5]3[CH2:6][CH:7]([CH2:9][CH:3]([CH2:4]3)[CH2:2]1)[CH2:8]2 |f:1.2|. Procedure: 966 mg (2.4 mmol) of the ester prepared in part (b) above and 20 ml of methanolic sodium hydroxide (2N) were introduced into a round-bottomed flask and heating was carried out at reflux for one hour. The reaction mixture was evaporated to dryness, the residue was taken up in water, acidification was carried out with concentrated hydrochloric acid and the solids which had precipitated were filtered.